Dataset: the Open Reaction Database (ORD), a public repository of structured organic reaction records. Task: describe an organic reaction: reactants, conditions, products, and yield Reactants: N(=[N+]=[N-])CC1OC2(OC1)C(C=1CCC(OC1C1=C2C=CC=C1)(C)C)=O (4′-(azidomethyl)-2,2-dimethyl-3,4-dihydro-2H,5H-spiro[benzo[h]chromene-6,2′-[1,3]dioxolan]-5-one), C1(=CC=CC=C1)P(C1=CC=CC=C1)C1=CC=CC=C1 (triphenylphosphine), O (water). The solvent is C1CCOC1 (THF). Run at time 3 hour. Yields the product NCC1OC2(OC1)C(C=1CCC(OC1C1=C2C=CC=C1)(C)C)=O (4′-(aminomethyl)-2,2-dimethyl-3,4-dihydro-2H,5H-spiro[benzo[h]chromene-6,2′-[1,3]dioxolan]-5-one). Reaction SMILES: [N:1]([CH2:4][CH:5]1[CH2:9][O:8][C:7]2([C:18]3[CH:19]=[CH:20][CH:21]=[CH:22][C:17]=3[C:16]3[O:15][C:14]([CH3:24])([CH3:23])[CH2:13][CH2:12][C:11]=3[C:10]2=[O:25])[O:6]1)=[N+]=[N-].C1(P(C2C=CC=CC=2)C2C=CC=CC=2)C=CC=CC=1.O>C1COCC1>[NH2:1][CH2:4][CH:5]1[CH2:9][O:8][C:7]2([C:18]3[CH:19]=[CH:20][CH:21]=[CH:22][C:17]=3[C:16]3[O:15][C:14]([CH3:23])([CH3:24])[CH2:13][CH2:12][C:11]=3[C:10]2=[O:25])[O:6]1. Reported procedure: To a solution of 4′-(azidomethyl)-2,2-dimethyl-3,4-dihydro-2H,5H-spiro[benzo[h]chromene-6,2′-[1,3]dioxolan]-5-one (0.012 mg, 0.035 mmol) in THF (1.0 mL) is added triphenylphosphine (0.033 mg, 0.13 mmol). The mixture is stirred at room temperature for 3 hour followed by addition of water (50 μL). The reaction is then stirred for another 16 hour at room temperature and solvent is removed under reduce pressure to yield a reside of 4′-(aminomethyl)-2,2-dimethyl-3,4-dihydro-2H,5H-spiro[benzo[h]chrome... Starting materials: C(C)(C)NCCN (isopropylaminoethylamine), OC1=CC=C(C(CC2C(CCCC2)=O)=O)C=C1 (2-(p-hydroxyphenacyl)cyclohexanone), C(C)(=O)O (acetic acid). The solvent is O (water), CCOCC (ether). The product is OC1=CC=C(C=C1)C=1N(C=2CCCCC2C1)CCNC(C)C (p-hydroxyphenyl-1-(2-isopropylaminoethyl)-4,5,6,7-tetrahydroindole). RXN SMILES: [CH:1]([NH:4][CH2:5][CH2:6][NH2:7])([CH3:3])[CH3:2].[OH:8][C:9]1[CH:24]=[CH:23][C:12]([C:13](=O)[CH2:14][CH:15]2[CH2:20][CH2:19][CH2:18][CH2:17][C:16]2=O)=[CH:11][CH:10]=1.C(O)(=O)C>O.CCOCC>[OH:8][C:9]1[CH:24]=[CH:23][C:12]([C:13]2[N:7]([CH2:6][CH2:5][NH:4][CH:1]([CH3:3])[CH3:2])[C:16]3[CH2:17][CH2:18][CH2:19][CH2:20][C:15]=3[CH:14]=2)=[CH:11][CH:10]=1. Procedure: A solution of 7.25 g (0.071 mole) of isopropylaminoethylamine, 16.5 g (0.071 mole) of 2-(p-hydroxyphenacyl)cyclohexanone and acetic acid is refluxed under nitrogen for 6 hours, then cooled to ambient temperature, and diluted with water. The aqueous solution is washed with ether, then basified with 10% sodium carbonate and extracted with chloroform. The chloroform solution is washed with saturated sodium chloride solution, treated with charcoal, and dried over magnesium sulfate. The chloroform is...